This data is from the Open Reaction Database (ORD), a public repository of structured organic reaction records. The task is: describe an organic reaction: reactants, conditions, products, and yield Reactants: BrC=1C=CC(=C(C#N)C1)C(=O)N1CCN(CC1)C1=NC(=C(C=C1C)C)C (5-bromo-2-[4-(3,5,6-trimethylpyridin-2-yl)piperazine-1-carbonyl]benzonitrile), S1(NCCC1)(=O)=O (isothiazolidine 1,1-dioxide). Yields the product O=S1(N(CCC1)C=1C=CC(=C(C#N)C1)C(=O)N1CCN(CC1)C1=NC(=C(C=C1C)C)C)=O (5-(1,1-dioxo-1λ6-isothiazolidin-2-yl)-2-[4-(3,5,6-trimethylpyridin-2-yl)piperazine-1-carbonyl]benzonitrile). Isolated yield 84.5%. As a reaction SMILES: Br[C:2]1[CH:3]=[CH:4][C:5]([C:10]([N:12]2[CH2:17][CH2:16][N:15]([C:18]3[C:23]([CH3:24])=[CH:22][C:21]([CH3:25])=[C:20]([CH3:26])[N:19]=3)[CH2:14][CH2:13]2)=[O:11])=[C:6]([CH:9]=1)[C:7]#[N:8].[S:27]1(=[O:33])(=[O:32])[CH2:31][CH2:30][CH2:29][NH:28]1>>[O:32]=[S:27]1(=[O:33])[CH2:31][CH2:30][CH2:29][N:28]1[C:2]1[CH:3]=[CH:4][C:5]([C:10]([N:12]2[CH2:17][CH2:16][N:15]([C:18]3[C:23]([CH3:24])=[CH:22][C:21]([CH3:25])=[C:20]([CH3:26])[N:19]=3)[CH2:14][CH2:13]2)=[O:11])=[C:6]([CH:9]=1)[C:7]#[N:8]. Procedure details: Using 5-bromo-2-[4-(3,5,6-trimethylpyridin-2-yl)piperazine-1-carbonyl]benzonitrile (413 mg) described in Preparation Example 172 and isothiazolidine 1,1-dioxide (158 mg) and by the reaction and treatment in the same manner as in Example 262, the title compound (383 mg) was obtained. Starting materials: [N+](=O)([O-])C1=CC=C(C(C(=O)O)=C1)O (5-Nitrosalicylic acid), FC(C(=O)O)(F)F (trifluoroacetic acid), FC(C(=O)OC(C(F)(F)F)=O)(F)F (trifluoroacetic anhydride). Run in CC(=O)C (acetone), CC(=O)C (acetone). Yields the product [N+](=O)([O-])C=1C=CC2=C(C(OC(O2)(C)C)=O)C1 (6-nitro-2,2-dimethyl-4H-benzo[1,3]dioxin-4-one). Isolated yield 91.0%. As a reaction SMILES: [N+:1]([C:4]1[CH:12]=[C:8]([C:9]([OH:11])=[O:10])[C:7]([OH:13])=[CH:6][CH:5]=1)([O-:3])=[O:2].F[C:15](F)(F)[C:16](O)=O.F[C:22](F)(F)C(OC(=O)C(F)(F)F)=O>CC(C)=O>[N+:1]([C:4]1[CH:5]=[CH:6][C:7]2[O:13][C:15]([CH3:16])([CH3:22])[O:10][C:9](=[O:11])[C:8]=2[CH:12]=1)([O-:3])=[O:2]. Reported procedure: 5-Nitrosalicylic acid (25 g, 136.6 mmol) was taken up in acetone (20 ml) and trifluoroacetic acid (150 ml) and trifluoroacetic anhydride (50 ml) were added. The mixture was heated at reflux. After 1 hr more acetone (30 ml) was added, and the reaction was heated at reflux for 48 hrs. The reaction was cooled to RT and the volatiles were removed in vacuo. The resulting brown oil was dissolved in CH2Cl2 (400 ml) and washed with 1:1 H2O/saturated NaHCO3 (400 ml). The aqueous phase was extracted with ... The reactants are [BH4-].[Na+] (NaBH4), C(C)(=O)O (acetic acid), C(C)(=O)C=1C=CC2=C(SC(=C2)S(N)(=O)=O)C1 (6-Acetyl-2-sulfamoylbenzo[b]thiophene), [NH4+].[Cl-] (NH4Cl). The solvent is [OH-].[Na+] (NaOH), CO (CH3OH). Conditions: temperature 0 celsius, time 25 minute. Product: OC(C)C=1C=CC2=C(SC(=C2)S(N)(=O)=O)C1 (6-(1-Hydroxyethyl)-2-sulfamoylbenzo[b]thiophene). RXN SMILES: [C:1]([C:4]1[CH:5]=[CH:6][C:7]2[CH:11]=[C:10]([S:12](=[O:15])(=[O:14])[NH2:13])[S:9][C:8]=2[CH:16]=1)(=[O:3])[CH3:2].[BH4-].[Na+].[NH4+].[Cl-].C(O)(=O)C>CO.[OH-].[Na+]>[OH:3][CH:1]([C:4]1[CH:5]=[CH:6][C:7]2[CH:11]=[C:10]([S:12](=[O:14])(=[O:15])[NH2:13])[S:9][C:8]=2[CH:16]=1)[CH3:2] |f:1.2,3.4,7.8|. Procedure: The acetyl compound from Example 38 (1.79 g, 7 mmole) was dissolved in 40 ml of CH3OH, cooled to 0° C. and NaBH4 (264 mg, 7 mmole) in 4 ml of 40% NaOH was added. The reaction mixture was stirred for 25 minutes then 2.5 g of NH4Cl was added followed by 1 ml glacial acetic acid. The solvent was removed in vacuo and the residue partitioned between ethyl acetate (75 ml) and 20% saturated NaHCO3 (50 ml). The ethyl acetate layer was washed with H2O (50 ml) and the combined aqueous solution was back-ex... Reactants: NCC1N(CC2C1CCC2)C(=O)C2=C(C=CC(=C2)C)N2N=CC=N2 ((1-(aminomethyl)hexahydrocyclopenta[c]pyrrol-2(1H)-yl)(5-methyl-2-(2H-1,2,3-triazol-2-yl)phenyl)methanone), CC=1C=CC(=C(C(=O)O)C1)C=1C=NN(C1)C (5-methyl-2-(1-methyl-1H-pyrazol-4-yl)benzoic acid). The product is NCC1N(CC2C1CCC2)C(=O)C2=C(C=CC(=C2)C)C=2C=NN(C2)C ((1-(Aminomethyl)hexahydrocyclopenta[c]pyrrol-2(1H)-yl)(5-methyl-2-(1-methyl-1H-pyrazol-4-yl)phenyl)methanone). RXN SMILES: [NH2:1][CH2:2][CH:3]1[CH:7]2[CH2:8][CH2:9][CH2:10][CH:6]2[CH2:5][N:4]1[C:11]([C:13]1[CH:18]=[C:17]([CH3:19])[CH:16]=[CH:15][C:14]=1N1N=CC=N1)=[O:12].CC1C=CC([C:35]2[CH:36]=[N:37][N:38]([CH3:40])[CH:39]=2)=C(C=1)C(O)=O>>[NH2:1][CH2:2][CH:3]1[CH:7]2[CH2:8][CH2:9][CH2:10][CH:6]2[CH2:5][N:4]1[C:11]([C:13]1[CH:18]=[C:17]([CH3:19])[CH:16]=[CH:15][C:14]=1[C:35]1[CH:36]=[N:37][N:38]([CH3:40])[CH:39]=1)=[O:12]. Procedure details: The title compound was prepared following the same general protocol as described for (1-(aminomethyl)hexahydrocyclopenta[c]pyrrol-2(1H)-yl)(5-methyl-2-(2H-1,2,3-triazol-2-yl)phenyl)methanone in Example A68 using 5-methyl-2-(1-methyl-1H-pyrazol-4-yl)benzoic acid. MS (ESI) 339 (M+H). Starting materials: COc1ccc(Br)cc1C(=O)c1ccc(Nc2ccc(F)cc2F)cc1, CCCC[Sn](C=CCN(C)C)(CCCC)CCCC, COCCOCCOC, Cl, CC(=O)[O-], CC(=O)[O-], [Pd+2], c1ccc(P(c2ccccc2)c2ccccc2)cc1. Yields the product COc1ccc(C=CCN(C)C)cc1C(=O)c1ccc(Nc2ccc(F)cc2F)cc1. As a reaction SMILES: [Br:20][c:21]1[cH:22][cH:23][c:24]([O:44][CH3:45])[c:25]([C:27](=[O:28])[c:29]2[cH:30][cH:31][c:32]([NH:35][c:36]3[c:37]([F:43])[cH:38][c:39]([F:42])[cH:40][cH:41]3)[cH:33][cH:34]2)[cH:26]1.[CH3:1][N:2]([CH2:3][CH:4]=[CH:5][Sn:6]([CH2:7][CH2:8][CH2:9][CH3:10])([CH2:11][CH2:12][CH2:13][CH3:14])[CH2:15][CH2:16][CH2:17][CH3:18])[CH3:19].[CH3:65][O:66][CH2:67][CH2:68][O:69][CH2:70][CH2:71][O:72][CH3:73].[ClH:74].[O-:76][C:77]([CH3:78])=[O:79].[O-:80][C:81]([CH3:82])=[O:83].[Pd+2:75].[c:46]1([P:47]([c:48]2[cH:49][cH:50][cH:51][cH:52][cH:53]2)[c:54]2[cH:55][cH:56][cH:57][cH:58][cH:59]2)[cH:60][cH:61][cH:62][cH:63][cH:64]1>>[CH3:1][N:2]([CH2:3][CH:4]=[CH:5][c:21]1[cH:22][cH:23][c:24]([O:44][CH3:45])[c:25]([C:27](=[O:28])[c:29]2[cH:30][cH:31][c:32]([NH:35][c:36]3[c:37]([F:43])[cH:38][c:39]([F:42])[cH:40][cH:41]3)[cH:33][cH:34]2)[cH:26]1)[CH3:19]. Starting materials: CC1(OB(OC1(C)C)C=1N=CSC1)C (4-(4,4,5,5-tetramethyl-[1,3,2]dioxaborolan-2-yl)-thiazole), O1CCOCC1 (1,4-dioxane), C(=O)([O-])[O-].[Cs+].[Cs+] (Cs2CO3), O (H2O), BrC1=COC2=C1C=NC(=C2O[C@H](C)C2=C(C(=CC=C2Cl)F)Cl)N (3-bromo-7-[(R)-1-(2,6-dichloro-3-fluorophenyl)-ethoxy]-furo[3,2-c]pyridin-6-ylamine), CC1(OB(OC1(C)C)C=1N=CSC1)C (4-(4,4,5,5-tetramethyl-[1,3,2]dioxaborolan-2-yl)-thiazole), O1CCOCC1 (1,4-dioxane), CC1(OB(OC1(C)C)C=1N=CSC1)C (4-(4,4,5,5-tetramethyl-[1,3,2]dioxaborolan-2-yl)-thiazole). Reagents/catalysts: C1=CC=C(C=C1)P(C2=CC=CC=C2)C3=CC=CC=C3.[Pd] (PPh3 Pd). Run at temperature 105 celsius. Yields the product ClC1=C(C(=CC=C1F)Cl)[C@@H](C)OC=1C2=C(C=NC1N)C(=CO2)C=2N=CSC2 (7-[(R)-1-(2,6-Dichloro-3-fluorophenyl)-ethoxy]-3-thiazol-4-ylfuro[3,2-c]pyridin-6-ylamine). Reaction SMILES: Br[C:2]1[C:6]2[CH:7]=[N:8][C:9]([NH2:23])=[C:10]([O:11][C@@H:12]([C:14]3[C:19]([Cl:20])=[CH:18][CH:17]=[C:16]([F:21])[C:15]=3[Cl:22])[CH3:13])[C:5]=2[O:4][CH:3]=1.CC1(C)C(C)(C)OB([C:32]2[N:33]=[CH:34][S:35][CH:36]=2)O1.O1CCOCC1.C([O-])([O-])=O.[Cs+].[Cs+].O>C1C=CC(P(C2C=CC=CC=2)C2C=CC=CC=2)=CC=1.[Pd]>[Cl:22][C:15]1[C:16]([F:21])=[CH:17][CH:18]=[C:19]([Cl:20])[C:14]=1[C@H:12]([O:11][C:10]1[C:5]2[O:4][CH:3]=[C:2]([C:32]3[N:33]=[CH:34][S:35][CH:36]=3)[C:6]=2[CH:7]=[N:8][C:9]=1[NH2:23])[CH3:13] |f:3.4.5,7.8|. Reported procedure: To a solution of 3-bromo-7-[(R)-1-(2,6-dichloro-3-fluorophenyl)-ethoxy]-furo[3,2-c]pyridin-6-ylamine (32.6 mg, 0.0776 mmol) and 4-(4,4,5,5-tetramethyl-[1,3,2]dioxaborolan-2-yl)-thiazole (18.0 mg, 0.0854 mmol) in 1,4-dioxane (1.1 mL, 14 mmol) in a microwave reactor tube were added PS-PPh3-Pd (0.10 mmol/g loading; 45 mg, 0.0045 mmol; Argonaut) and a solution of Cs2CO3 (52.1 mg, 0.160 mmol) in H2O (0.33 mL, 18 mmol). The tube was sealed, evacuated and refilled with nitrogen (3×), and heated in the ... Reactants: CCCCCCCBr, CC(O)(Cn1ccnc1)c1cc(F)ccc1O. Product: CCCCCCCOc1ccc(F)cc1C(C)(O)Cn1ccnc1. RXN SMILES: [CH2:18]([CH2:19][CH2:20][CH2:21][CH2:22][CH2:23][CH3:24])[Br:25].[F:1][c:2]1[cH:3][c:4]([C:9]([CH2:10][n:11]2[cH:12][n:13][cH:14][cH:15]2)([CH3:16])[OH:17])[c:5]([OH:8])[cH:6][cH:7]1>>[F:1][c:2]1[cH:3][c:4]([C:9]([CH2:10][n:11]2[cH:12][n:13][cH:14][cH:15]2)([CH3:16])[OH:17])[c:5]([O:8][CH2:18][CH2:19][CH2:20][CH2:21][CH2:22][CH2:23][CH3:24])[cH:6][cH:7]1. Reactants: ClC1=CC(=NC2=CC(=CC=C12)C)C1=CC=C(C=C1)C (4-chloro-7-methyl-2-p-tolyl-quinoline), C(O)CN (ethanolamine). Yields the product Cl.CC1=CC=C2C(=CC(=NC2=C1)C1=CC=C(C=C1)C)NCCO (2-(7-Methyl-2-p-tolyl-quinolin-4-ylamino)-ethanol hydrochloride). RXN SMILES: [Cl:1][C:2]1[C:11]2[C:6](=[CH:7][C:8]([CH3:12])=[CH:9][CH:10]=2)[N:5]=[C:4]([C:13]2[CH:18]=[CH:17][C:16]([CH3:19])=[CH:15][CH:14]=2)[CH:3]=1.[CH2:20]([CH2:22][NH2:23])[OH:21]>>[ClH:1].[CH3:12][C:8]1[CH:7]=[C:6]2[C:11]([C:2]([NH:23][CH2:22][CH2:20][OH:21])=[CH:3][C:4]([C:13]3[CH:18]=[CH:17][C:16]([CH3:19])=[CH:15][CH:14]=3)=[N:5]2)=[CH:10][CH:9]=1 |f:2.3|. Reported procedure: The title compound, m.p. 260-263° C. and MS: m/e=293.3 (M+H+), was prepared from 4-chloro-7-methyl-2-p-tolyl-quinoline and ethanolamine. The reactants are C(C)(C)(C)C1=CC=C(C=C1)OC(C=C(C)C)=O (3-methylbut-2-enoic acid 4-tert-butylphenyl ester), [Cl-].[Al+3].[Cl-].[Cl-] (aluminum chloride). Solvent: C(=S)=S (carbon disulfide). The product is C(C)(C)(C)C=1C=C2C(CC(OC2=CC1)=O)(C)C (6-tert-butyl-4,4-dimethylchroman-2-one). Yield: 35.2%. RXN SMILES: [C:1]([C:5]1[CH:10]=[CH:9][C:8]([O:11][C:12](=[O:17])[CH:13]=[C:14]([CH3:16])[CH3:15])=[CH:7][CH:6]=1)([CH3:4])([CH3:3])[CH3:2].[Cl-].[Al+3].[Cl-].[Cl-]>C(=S)=S>[C:1]([C:5]1[CH:6]=[C:7]2[C:8](=[CH:9][CH:10]=1)[O:11][C:12](=[O:17])[CH2:13][C:14]2([CH3:16])[CH3:15])([CH3:4])([CH3:3])[CH3:2] |f:1.2.3.4|. Procedure: To a solution of 3-methylbut-2-enoic acid 4-tert-butylphenyl ester (23 g, 99 mmol) in 50 mL of carbon disulfide (CS2) was added 19.8 g of aluminum chloride (AlCl3) portionwise over the course of 1 hour, a very exothermic reaction. After stirring for several hours, TLC showed the reaction was complete. The reaction mixture was concentrated under a stream of nitrogen gas, and the residue poured over ice and extracted with ethyl acetate. The organics were combined, dried over magnesium sulfate, and...